From a dataset of the Open Reaction Database (ORD), a public repository of structured organic reaction records. describe an organic reaction: reactants, conditions, products, and yield The reactants are O1CCCC1 (tetrahydrofuran), crude compound, C[Li] (methyllithium), [Cl-].[NH4+] (ammonium chloride), BrC1=C(C=C(C=C1OC)CO)OC ((4-bromo-3,5-dimethoxyphenyl)methanol). The reagents and catalysts are [O-2].[O-2].[Mn+4] (manganese dioxide). Run in ClC(C)Cl (dichloroethane), C1(=CC=CC=C1)C (toluene). Reaction conditions: temperature 80 celsius, time 3 hour. The product is BrC1=C(C=C(C=C1OC)C(C)O)OC (1-(4-Bromo-3,5-dimethoxyphenyl)ethanol). Reaction SMILES: [Br:1][C:2]1[C:7]([O:8][CH3:9])=[CH:6][C:5]([CH2:10][OH:11])=[CH:4][C:3]=1[O:12][CH3:13].O1CCC[CH2:15]1.C[Li].[Cl-].[NH4+]>ClC(Cl)C.C1(C)C=CC=CC=1.[O-2].[O-2].[Mn+4]>[Br:1][C:2]1[C:7]([O:8][CH3:9])=[CH:6][C:5]([CH:10]([OH:11])[CH3:15])=[CH:4][C:3]=1[O:12][CH3:13] |f:3.4,7.8.9|. Reported procedure: To a solution of (4-bromo-3,5-dimethoxyphenyl)methanol (14.5 g, 58.7 mmol) in dichloroethane (100 ml) and toluene (140 mL) was added manganese dioxide (25.5 g, 294 mmol) and the mixture was stirred at 80° C. for three hours. After the reaction was completed, the mixture was filtered with Celite and the solvent was distilled off under reduced pressure to obtain a crude compound. To a tetrahydrofuran (153 mL) solution of the crude compound (13.8 g, 56.3 mmol) was added dropwise 1.04M methyllithium... Reactants: aliphatic, methine, C(C=C)(=O)OC(C)(C)C (t-butyl acrylate), C(C=C)(=O)OC(C)(C)C (t-butyl acrylate), C(C=C)(=O)[O-] (acrylate). Yields the product C(C=C)(=O)OC(C)(C)C.C=C (t-butyl acrylate ethylene). Reaction SMILES: [C:1]([O:5][C:6]([CH3:9])([CH3:8])[CH3:7])(=[O:4])[CH:2]=[CH2:3].[C:10]([O-])(=O)[CH:11]=C>>[C:1]([O:5][C:6]([CH3:9])([CH3:8])[CH3:7])(=[O:4])[CH:2]=[CH2:3].[CH2:10]=[CH2:11] |f:2.3|. Procedure details: The composition of the copolymers was determined by 13C-NMR in CDCl3. The acrylate ester content was calculated by averaging the integral values for the acrylate carbonyl and quarternary carbon of t-butyl group. Ethylene content is then obtained by correcting the total aliphatic integral for the t-butyl acrylate integration. Furthermore, acrylate-centered traits were quantified by integration of three clusters of methine resonances: EAE: 46.5, EAA/AAE: 44.2, AAA: 42.2 ppm. The copolymer was foun... Starting materials: CO, [K+], [OH-], O, CCOC(=O)Cc1ccc(OCc2ccc3ccccc3n2)cc1. The product is O=C(O)Cc1ccc(OCc2ccc3ccccc3n2)cc1. Reaction SMILES: [CH3:27][OH:28].[K+:26].[OH-:25].[OH2:29].[n:1]1[c:2]([CH2:11][O:12][c:13]2[cH:14][cH:15][c:16]([CH2:19][C:20](=[O:21])[O:22][CH2:23][CH3:24])[cH:17][cH:18]2)[cH:3][cH:4][c:5]2[cH:6][cH:7][cH:8][cH:9][c:10]12>>[n:1]1[c:2]([CH2:11][O:12][c:13]2[cH:14][cH:15][c:16]([CH2:19][C:20](=[O:21])[OH:22])[cH:17][cH:18]2)[cH:3][cH:4][c:5]2[cH:6][cH:7][cH:8][cH:9][c:10]12.